From a dataset of the Open Reaction Database (ORD), a public repository of structured organic reaction records. describe an organic reaction: reactants, conditions, products, and yield Reactants: CCCCP(CCCC)CCCC, Cc1cccc(C)c1-c1cccc(CO)c1, CCOCC, O=C(N=NC(=O)N1CCCCC1)N1CCCCC1, C1CCOC1, Oc1ccc2[nH]ccc2c1. The product is Cc1cccc(C)c1-c1cccc(COc2ccc3[nH]ccc3c2)c1. RXN SMILES: [CH2:27]([P:28]([CH2:29][CH2:30][CH2:31][CH3:32])[CH2:33][CH2:34][CH2:35][CH3:36])[CH2:37][CH2:38][CH3:39].[CH3:1][c:2]1[c:3](-[c:9]2[cH:10][c:11]([CH2:15][OH:16])[cH:12][cH:13][cH:14]2)[c:4]([CH3:8])[cH:5][cH:6][cH:7]1.[CH3:63][CH2:64][O:65][CH2:66][CH3:67].[N:40]([C:41]([N:42]1[CH2:43][CH2:44][CH2:45][CH2:46][CH2:47]1)=[O:48])=[N:49][C:50]([N:51]1[CH2:52][CH2:53][CH2:54][CH2:55][CH2:56]1)=[O:57].[O:58]1[CH2:59][CH2:60][CH2:61][CH2:62]1.[OH:17][c:18]1[cH:19][c:20]2[cH:21][cH:22][nH:23][c:24]2[cH:25][cH:26]1>>[CH3:1][c:2]1[c:3](-[c:9]2[cH:10][c:11]([CH2:15][O:16][c:18]3[cH:19][c:20]4[cH:21][cH:22][nH:23][c:24]4[cH:25][cH:26]3)[cH:12][cH:13][cH:14]2)[c:4]([CH3:8])[cH:5][cH:6][cH:7]1.